From a dataset of the Open Reaction Database (ORD), a public repository of structured organic reaction records. describe an organic reaction: reactants, conditions, products, and yield Reactants: ON1N=NC2=C1C=CC=C2 (1-hydroxybenzotriazole), Cl.O[C@H](CN1N=C(C=C1)NC([C@H](CC(C)C)N1C(C=C(C1)OC1=C(C(=CC=C1)Cl)Cl)=O)=O)CO ((S)-2-[4-(2,3-dichloro-phenoxy)-2-oxo-2,5-dihydro-pyrrol-1-yl]-4-methyl-pentanoic acid [1-((R)-2,3-dihydroxy-propyl)-1H-pyrazol-3-yl]-amide hydrochloride), C1(CCCCC1)C[C@@H](C(=O)O)N1C(C=C(C1)OC=1C=NC(=CC1)C)=O ((S)-3-cyclohexyl-2-[4-(6-methyl-pyridin-3-yloxy)-2-oxo-2,5-dihydro-pyrrol-1-yl]-propionic acid), Cl.CN(CCCN=C=NCC)C (1-(3-dimethylaminopropyl)-3-ethylcarbodiimide hydrochloride), C(C)(C)N(C(C)C)CC (N,N-diisopropylethylamine). The solvent is C(C)(=O)OCC (ethyl acetate), ClCCl (dichloromethane). Conditions: temperature 23 celsius, time 15 minute. The product is C1(CCCCC1)C[C@@H](C(=O)NC1=NN(C=C1)CC(C)(C)O)N1C(C=C(C1)OC=1C=NC(=CC1)C)=O ((S)-3-cyclohexyl-N-[1-(2-hydroxy-2-methyl-propyl)-1H-pyrazol-3-yl]-2-[4-(6-methyl-pyridin-3-yloxy)-2-oxo-2,5-dihydro-pyrrol-1-yl]-propionamide). Yield: 54.5%. As a reaction SMILES: [CH:1]1([CH2:7][C@H:8]([N:12]2[CH2:16][C:15]([O:17][C:18]3[CH:19]=[N:20][C:21]([CH3:24])=[CH:22][CH:23]=3)=[CH:14][C:13]2=[O:25])[C:9]([OH:11])=O)[CH2:6][CH2:5][CH2:4][CH2:3][CH2:2]1.Cl.[CH3:27]N(C)CCCN=C=NCC.C(N(CC)C(C)C)(C)C.ON1C2C=CC=CC=2N=N1.Cl.[OH:58][C@@H:59]([CH2:89]O)[CH2:60][N:61]1[CH:65]=[CH:64][C:63]([NH:66]C(=O)[C@@H](N2CC(OC3C=CC=C(Cl)C=3Cl)=CC2=O)CC(C)C)=[N:62]1>ClCCl.C(OCC)(=O)C>[CH:1]1([CH2:7][C@H:8]([N:12]2[CH2:16][C:15]([O:17][C:18]3[CH:19]=[N:20][C:21]([CH3:24])=[CH:22][CH:23]=3)=[CH:14][C:13]2=[O:25])[C:9]([NH:66][C:63]2[CH:64]=[CH:65][N:61]([CH2:60][C:59]([OH:58])([CH3:89])[CH3:27])[N:62]=2)=[O:11])[CH2:6][CH2:5][CH2:4][CH2:3][CH2:2]1 |f:1.2,5.6|. Procedure details: To a stirred solution of (S)-3-cyclohexyl-2-[4-(6-methyl-pyridin-3-yloxy)-2-oxo-2,5-dihydro-pyrrol-1-yl]-propionic acid (150 mg, 0.4 mmol) in dichloromethane (12 mL) was gradually added 1-(3-dimethylaminopropyl)-3-ethylcarbodiimide hydrochloride (249 mg, 1.3 mmol) and N,N-diisopropylethylamine (280 mg, 2.2 mmol) at room temperature, under nitrogen. After 15 min, 1-hydroxybenzotriazole (200 mg, 1.31 mmol) and 1-(3-amino-pyrazol-1-yl)-2-methyl-propan-2-ol (prepared in U.S. Pat. Appl. US2008021032 ... Reactants: CO[C@@H]1O[C@@H]([C@@H]2[C@H]1OC(O2)(C)C)C2=NNN=C2 (4-[(3aR,4R,6R,6aR)-6-methoxy-2,2-dimethyltetrahydrofuro[3,4-d][1,3]dioxol-4-yl]-2H-1,2,3-triazole), C([O-])([O-])=O.[K+].[K+] (potassium carbonate), ICC (iodoethane). Solvent: CC(=O)C (acetone). The product is CO[C@@H]1O[C@@H]([C@@H]2[C@H]1OC(O2)(C)C)C2=NN(N=C2)CC (4-[(3aR,4R,6R,6aR)-6-methoxy-2,2-dimethyltetrahydrofuro[3,4-d][1,3]dioxol-4-yl]-2-ethyl-2H-1,2,3-triazole). Yield: 46.1%. RXN SMILES: [CH3:1][O:2][C@H:3]1[C@@H:7]2[O:8][C:9]([CH3:12])([CH3:11])[O:10][C@@H:6]2[C@@H:5]([C:13]2[CH:17]=[N:16][NH:15][N:14]=2)[O:4]1.C(=O)([O-])[O-].[K+].[K+].I[CH2:25][CH3:26]>CC(C)=O>[CH3:1][O:2][C@H:3]1[C@@H:7]2[O:8][C:9]([CH3:12])([CH3:11])[O:10][C@@H:6]2[C@@H:5]([C:13]2[CH:17]=[N:16][N:15]([CH2:25][CH3:26])[N:14]=2)[O:4]1 |f:1.2.3|. Procedure details: A solution of 4-[(3aR,4R,6R,6aR)-6-methoxy-2,2-dimethyltetrahydrofuro[3,4-d][1,3]dioxol-4-yl]-2H-1,2,3-triazole (Preparation 23) (0.35 g, 1.45 mmol), potassium carbonate (0.2 g, 1.45 mmol) and iodoethane (0.12 ml, 1.45 mmol) in acetone (5 ml) was stirred at room temperature for 48 hours. The reaction mixture was allowed to cool to room temperature, filtered and evaporated under reduced pressure. The residue was purified by column chromatography on silica gel eluting with a gradient system of dic... Starting materials: BrCCCCCCC(=O)OCC (ethyl 7-bromoheptanoate), CN(C=O)C (dimethylformamide), O (water), C1(=CC=CC=C1)C=1NC(=C(N1)C1=CC=CC=C1)C1=CC=CC=C1 (2,4,5-Triphenylimidazole), [H-] (hydride), CN(C=O)C (dimethylformamide). Reaction conditions: temperature 45 celsius, time 1.5 hour. Yields the product C(C)OC(CCCCCN1C(=NC(=C1C1=CC=CC=C1)C1=CC=CC=C1)C1=CC=CC=C1)=C=O (1-(6-ethoxy-carbonylhexyl)-2,4,5-triphenylimidazole). The yield is 41.0%. RXN SMILES: [C:1]1([C:7]2[NH:8][C:9]([C:18]3[CH:23]=[CH:22][CH:21]=[CH:20][CH:19]=3)=[C:10]([C:12]3[CH:17]=[CH:16][CH:15]=[CH:14][CH:13]=3)[N:11]=2)[CH:6]=[CH:5][CH:4]=[CH:3][CH:2]=1.[H-].BrC[CH2:27][CH2:28][CH2:29][CH2:30][CH2:31][C:32]([O:34][CH2:35][CH3:36])=O.O.CN(C)[CH:40]=[O:41]>>[CH2:35]([O:34][C:32](=[C:40]=[O:41])[CH2:31][CH2:30][CH2:29][CH2:28][CH2:27][N:11]1[C:10]([C:12]2[CH:17]=[CH:16][CH:15]=[CH:14][CH:13]=2)=[C:9]([C:18]2[CH:19]=[CH:20][CH:21]=[CH:22][CH:23]=2)[N:8]=[C:7]1[C:1]1[CH:6]=[CH:5][CH:4]=[CH:3][CH:2]=1)[CH3:36]. Procedure: 2,4,5-Triphenylimidazole (1.3 g) was added to a suspension of sodinto hydride (0.23 g) (50% dispersion in oil, washed with hexane) in dry dimethylformamide (40 ml ) under nitrogen. The reaction was stirred at 45° C. for 1.5 h, cooled and ethyl 7-bromoheptanoate (1.1 g) in dry dimethylformamide (10 ml) was added. The reaction was stirred at 50° C. for 5 h, cooled and water was carefully added. The solvent was removed in vacuo and the residue was dissolved in ethyl acetate (100 ml). The organic so...